Dataset: the Open Reaction Database (ORD), a public repository of structured organic reaction records. Task: describe an organic reaction: reactants, conditions, products, and yield Reactants: C(#C)C=1C=C2C(CCC(C2=CC1)(C)C)(C)C (6-ethynyl-1,2,3,4-tetrahydro-1,1,4,4-tetramethylnaphthalene), C(=O)C1=CC=C(C(=O)OC)C=C1 (methyl 4-formylbenzoate), NC(=O)N (urea), S(O)(O)(=O)=O (sulfuric acid), C(CCC)O (n-butanol). Run in CCOCC (ether), O (water). Run at time 5 minute. The product is C(=O)(OCCCC)C1=CC=C(C=C1)C1=NC(=NC(=C1)C1=CC=2C(CCC(C2C=C1)(C)C)(C)C)O (4-(4-Carbobutoxyphenyl)-2-hydroxy-6-(5,6,7,8-tetrahydro-5,5,8,8-tetramethyl-2-naphthalenyl)-pyrimidine). Reaction SMILES: [C:1]([C:3]1[CH:4]=[C:5]2[C:10](=[CH:11][CH:12]=1)[C:9]([CH3:14])([CH3:13])[CH2:8][CH2:7][C:6]2([CH3:16])[CH3:15])#[CH:2].[CH:17]([C:19]1[CH:28]=[CH:27][C:22]([C:23]([O:25][CH3:26])=[O:24])=[CH:21][CH:20]=1)=O.[NH2:29][C:30]([NH2:32])=[O:31].S(=O)(=O)(O)O.[CH2:38](O)[CH2:39][CH2:40]C>CCOCC.O>[C:23]([C:22]1[CH:27]=[CH:28][C:19]([C:17]2[CH:2]=[C:1]([C:3]3[CH:12]=[CH:11][C:10]4[C:9]([CH3:14])([CH3:13])[CH2:8][CH2:7][C:6]([CH3:16])([CH3:15])[C:5]=4[CH:4]=3)[N:32]=[C:30]([OH:31])[N:29]=2)=[CH:20][CH:21]=1)([O:25][CH2:26][CH2:38][CH2:39][CH3:40])=[O:24]. Procedure: 21 g (0.1 mole) of 6-ethynyl-1,2,3,4-tetrahydro-1,1,4,4-tetramethylnaphthalene, 16 g (0.1 mole) of methyl 4-formylbenzoate, 9 g (0.15 mole) of urea and 15 ml of concentrated sulfuric acid in 50 ml of n-butanol were refluxed for 4 hours. After cooling, the mixture was poured onto 500 ml of water, 100 ml of ether were added and stirring was carried out for 5 minutes. A solid was precipitated between phases. In a shaking funnel, the aqueous phase was separated off and the residue was again washed w...